Dataset: the Open Reaction Database (ORD), a public repository of structured organic reaction records. Task: describe an organic reaction: reactants, conditions, products, and yield Starting materials: CCOCC (ether), BrC=1C=CC2=C(OC3=C2C=CC=C3)C1C (3-Bromo4-methyldibenzofuran), C14H10O2, CCOCC (ether), C(CCC)[Li] (n-butyl lithium), Cl (HCl), ice, [K+].[Br-] (KBr). Run in CN(C)C=O (DMF). Conditions: temperature 0 celsius, time 5 minute. Product: CC1=C(C=CC2=C1OC1=C2C=CC=C1)C=O (4-Methyldibenzofuran-3-carboxaldehyde). As a reaction SMILES: Br[C:2]1[CH:3]=[CH:4][C:5]2[C:9]3[CH:10]=[CH:11][CH:12]=[CH:13][C:8]=3[O:7][C:6]=2[C:14]=1[CH3:15].C([Li])CCC.Cl.[K+].[Br-].C[CH2:25][O:26]CC>CN(C=O)C>[CH3:15][C:14]1[C:6]2[O:7][C:8]3[CH:13]=[CH:12][CH:11]=[CH:10][C:9]=3[C:5]=2[CH:4]=[CH:3][C:2]=1[CH:25]=[O:26] |f:3.4|. Procedure: 3-Bromo4-methyldibenzofuran (26.11 g, 0.1 mol) suspended in dry ether (700 ml) was cooled to 0° C. and n-butyl lithium (1.6M in hexane, 62.5 ml, 0.1 mol) was added and the reaction stirred for 5 mins. DMF (5 ml) in ether (12 ml) was added and the reaction heated to reflux for 1 hour. The mixture was poured onto a mixture of conc. HCl (25 ml) and ice (1 l). The organic phase was separated and the aqueous extreacted with ether. The combined organic phases were dried (MgSO4) and evaporated in vacuo...